This data is from the Open Reaction Database (ORD), a public repository of structured organic reaction records. The task is: describe an organic reaction: reactants, conditions, products, and yield Yields the product N1(CCCC1)C1CCC=2NC3=C(C=CC=C3C2C1)C (3-(1-Pyrrolidinyl)-8-methyl-1,2,3,4-tetrahydrocarbazole). Starting materials: C(C1=CC=CC=C1)(=O)OC1CCC(CC1)=O (4-benzoyloxycyclohexanone), C(C1=CC=CC=C1)(=O)OC1CCC=2NC3=C(C=CC=C3C2C1)C (3-(benzoyloxy)-8-methyl-1,2,3,4-tetrahydrocarbazole), N1CCCC1 (pyrrolidine), OC1CCC=2NC3=C(C=CC=C3C2C1)C (3-(hydroxy)-8-methyl-1,2,3,4-tetrahydrocarbazole), C1(=CC=C(C=C1)S(=O)(=O)OC1CCC=2NC3=CC=CC=C3C2C1)C (3-(p-toluenesulfonyloxy)-1,2,3,4-tetrahydrocarbazole), CC=1C=CC=C2C=3CCCCC3NC12 (8-methyl-1,2,3,4-tetrahydrocarbazole), C1(=CC=C(C=C1)S(=O)(=O)OC1CCC=2NC3=C(C=CC=C3C2C1)C)C (3-(p-toluenesulfonyloxy)-8-methyl-1,2,3,4-tetrahydrocarbazole), Cl.C1(=C(C=CC=C1)NN)C (2-tolylhydrazine hydrochloride), C(C1=CC=CC=C1)(=O)OC1CCC=2NC3=C(C=CC=C3C2C1)C (3-(benzoyloxy)-8-methyl-1,2,3,4-tetrahydrocarbazole), OC1CCC=2NC3=CC=C(C=C3C2C1)OC (3-(hydroxy)-6-methoxy-1,2,3,4-tetrahydrocarbazole). Procedure details: To a solution of 87.3 g. of 4-benzoyloxycyclohexanone in 350 ml. of acetic acid was added 63.4 g. of 2-tolylhydrazine hydrochloride and the solution was heated under reflux for one hour, cooled, and filtered. The resulting solids were treated with 1.5 liters of boiling methyl alcohol and the undissolved solids were collected by filtration and recrystallized from 1 liter of methyl alcohol to give 32.5 g. of crystals, m.p. 159°-163°C. The first methyl alcohol filtrate on cooling yielded 29.1 g. of... Reaction SMILES: [C:1](OC1CCC(=O)CC1)(=O)[C:2]1[CH:7]=[CH:6][CH:5]=[CH:4][CH:3]=1.Cl.[C:18]1(C)[CH:23]=[CH:22][CH:21]=[CH:20][C:19]=1[NH:24]N.[C:27](OC1CC2C3C(=C(C)C=CC=3)NC=2CC1)(=O)[C:28]1C=CC=[CH:30][CH:29]=1.OC1CC2C3C(=C(C)C=CC=3)[NH:55]C=2CC1.OC1CC2C3C(=CC=C(OC)C=3)NC=2CC1.C1(C)C=CC(S(OC2CC3C4C(=C(C)C=CC=4)NC=3CC2)(=O)=O)=CC=1.C1(C)C=CC(S(OC2CC3C4C(=CC=CC=4)NC=3CC2)(=O)=O)=CC=1.CC1C=CC=C2C=1NC1CCCCC2=1.N1CCCC1>CO.C(O)(=O)C>[N:24]1([CH:19]2[CH2:18][C:23]3[C:6]4[C:7](=[C:2]([CH3:1])[CH:3]=[CH:4][CH:5]=4)[NH:55][C:22]=3[CH2:21][CH2:20]2)[CH2:30][CH2:29][CH2:28][CH2:27]1 |f:1.2|. Solvent: C(C)(=O)O (acetic acid), CO (methyl alcohol). Reaction SMILES: [ClH:1].[N:2]12[CH2:11][CH:6]3[CH2:7][CH:8]([CH2:10][CH:4]([C@H:5]3[NH2:12])[CH2:3]1)[CH2:9]2.[CH:13]1[CH:18]=[C:17]2[CH:19]=[C:20]([C:22](O)=[O:23])[S:21][C:16]2=[CH:15][CH:14]=1.N>>[ClH:1].[N:2]12[CH2:11][CH:6]3[CH2:7][CH:8]([CH2:10][CH:4]([C@H:5]3[NH:12][C:22]([C:20]3[S:21][C:16]4[CH:15]=[CH:14][CH:13]=[CH:18][C:17]=4[CH:19]=3)=[O:23])[CH2:3]1)[CH2:9]2 |f:0.1,4.5|. The product is Cl.N12CC3[C@H](C(CC(C1)C3)C2)NC(=O)C2=CC3=C(S2)C=CC=C3 (Benzo[b]thiophene-2-carboxylic acid(4r)-(1-azatricyclo[3.3.1.13,7]dec-4-yl)-amide hydrochloride). Procedure details: Prepared from (4r)-1-azatricyclo[3.3.1.13,7]dec-4-ylamine hydrochloride and thianaphthene-2-carboxylic acid (Aldrich) according to methods A and C; yield 55 mg, 0.16 mmol (50%): 1H NMR (300 MHz, methanol-d4) δ 2.08-2.29 (m, 5H), 2.49 (s, 2H), 3.50 (d, J=13 Hz, 2H), 3.56 (s, 2H), 3.85 (d, J=13 Hz, 2H), 4.28 (t, J=3 Hz, 1H), 7.38-7.50 (m, 2H), 7.87-7.96 (m, 2H), 8.14 (d, J=1 Hz, 1H); MS (DCI/NH3) m/z 313 (M+H)+; Anal. C18H20N2OS.HCl.0.3H2O: C, H, N. Starting materials: Cl.N12CC3[C@H](C(CC(C1)C3)C2)N ((4r)-1-azatricyclo[3.3.1.13,7]dec-4-ylamine hydrochloride), C1=CC=C2C(=C1)C=C(S2)C(=O)O (thianaphthene-2-carboxylic acid), N (NH3). The reactants are [H][H] (hydrogen), CC1=C(C(=CC=C1)C(F)(F)F)[N+](=O)[O-] (1-methyl-2-nitro-3-trifluoromethyl-benzene), [H][H] (hydrogen). Reagents/catalysts: [Pd] (Pd/C). Solvent: CO (MeOH). Yields the product CC1=C(C(=CC=C1)C(F)(F)F)N (2-methyl-6-trifluoromethyl-phenylamine). As a reaction SMILES: [CH3:1][C:2]1[CH:7]=[CH:6][CH:5]=[C:4]([C:8]([F:11])([F:10])[F:9])[C:3]=1[N+:12]([O-])=O.[H][H]>CO.[Pd]>[CH3:1][C:2]1[CH:7]=[CH:6][CH:5]=[C:4]([C:8]([F:9])([F:10])[F:11])[C:3]=1[NH2:12]. Procedure details: A suspension of 50 g (0.24 mol) 1-methyl-2-nitro-3-trifluoromethyl-benzene and 4.4 g 10% Pd/C in 300 mL MeOH was hydrogenated at RT and 3000 hPa hydrogen pressure until the theoretical amount of hydrogen had been taken up. The catalyst was filtered off, washed with MeOH and the filtrate was evaporated down. The crude product was further reacted without purification. The reactants are [OH-].[Na+] (NaOH), FC=1C=C(C=NC1)C1=CC(=NC(=N1)S(=O)(=O)C)N1[C@H](COCC1)C ((S)-4-(6-(5-fluoropyridin-3-yl)-2-(methylsulfonyl)pyrimidin-4-yl)-3-methylmorpholine), FC=1C=C(C=NC1)C1=CC(=NC(=N1)S(=O)(=O)C)N1[C@H](COCC1)C ((S)-4-(6-(5-fluoropyridin-3-yl)-2-(methylsulfonyl)pyrimidin-4-yl)-3-methylmorpholine), P(=O)(Cl)(Cl)Cl (phosphorus oxychloride), ice water. Conditions: time 1 hour. Product: ClC1=NC(=CC(=N1)N1[C@H](COCC1)C)C=1C=NC=C(C1)F ((S)-4-(2-chloro-6-(5-fluoropyridin-3-yl)pyrimidin-4-yl)-3-methylmorpholine). RXN SMILES: [F:1][C:2]1[CH:3]=[C:4]([C:8]2[N:13]=[C:12](S(C)(=O)=O)[N:11]=[C:10]([N:18]3[CH2:23][CH2:22][O:21][CH2:20][C@@H:19]3[CH3:24])[CH:9]=2)[CH:5]=[N:6][CH:7]=1.[OH-].[Na+].P(Cl)(Cl)([Cl:29])=O>>[Cl:29][C:12]1[N:11]=[C:10]([N:18]2[CH2:23][CH2:22][O:21][CH2:20][C@@H:19]2[CH3:24])[CH:9]=[C:8]([C:4]2[CH:5]=[N:6][CH:7]=[C:2]([F:1])[CH:3]=2)[N:13]=1 |f:1.2|. Procedure: (S)-4-(6-(5-fluoropyridin-3-yl)-2-(methylsulfonyl)pyrimidin-4-yl)-3-methylmorpholine (intermediate 6) (132 mg, 0.19 mmol) was heated in phosphorus oxychloride (8 mL) overnight at 95° C. The reaction mixture was allowed to cool to room temperature and then portion wise added to ice water (100 mL) and left to stir for 1 hour. Carefully, NaOH pellets were added to basify the mixture. The resulting aqueous layer was extracted with DCM (100 mL), passed through a PTFE hydrophobic frit and the solvent ...